From a dataset of the Open Reaction Database (ORD), a public repository of structured organic reaction records. describe an organic reaction: reactants, conditions, products, and yield Procedure details: This compound was prepared by the method described for 2-fluoro-4-(2 -aminosulfonylphenyl)aniline described in EXAMPLE 8 by starting with 2-iodo-4-bromoaniline rather than 2-fluoro-4 -bromoaniline. The product is IC1=C(N)C=CC(=C1)C1=C(C=CC=C1)S(=O)(=O)N (2-Iodo-4-(2-aminosulfonylphenyl)aniline). As a reaction SMILES: F[C:2]1[CH:8]=[C:7]([C:9]2[CH:14]=[CH:13][CH:12]=[CH:11][C:10]=2[S:15]([NH2:18])(=[O:17])=[O:16])[CH:6]=[CH:5][C:3]=1[NH2:4].[I:19]C1C=C(Br)C=CC=1N.FC1C=C(Br)C=CC=1N>>[I:19][C:2]1[CH:8]=[C:7]([C:9]2[CH:14]=[CH:13][CH:12]=[CH:11][C:10]=2[S:15]([NH2:18])(=[O:17])=[O:16])[CH:6]=[CH:5][C:3]=1[NH2:4]. Reactants: FC1=C(N)C=CC(=C1)C1=C(C=CC=C1)S(=O)(=O)N (2-fluoro-4-(2 -aminosulfonylphenyl)aniline), IC1=C(N)C=CC(=C1)Br (2-iodo-4-bromoaniline), FC1=C(N)C=CC(=C1)Br (2-fluoro-4 -bromoaniline).